From a dataset of the Open Reaction Database (ORD), a public repository of structured organic reaction records. describe an organic reaction: reactants, conditions, products, and yield The reactants are COC(CC1CN(CC1)C(=O)OC(C)(C)C)=O (tert-butyl 3-(2-methoxy-2-oxoethyl)pyrrolidine-1-carboxylate), [OH-].[Na+] (NaOH). Solvent: CO (methanol). Run at time 8 hour. Product: C(C)(C)(C)OC(=O)N1CC(CC1)CC(=O)O ([1-(tert-butoxycarbonyl)-pyrrolidin-3-yl]acetic acid). Yield: 91.2%. RXN SMILES: C[O:2][C:3](=[O:17])[CH2:4][CH:5]1[CH2:9][CH2:8][N:7]([C:10]([O:12][C:13]([CH3:16])([CH3:15])[CH3:14])=[O:11])[CH2:6]1.[OH-].[Na+]>CO>[C:13]([O:12][C:10]([N:7]1[CH2:8][CH2:9][CH:5]([CH2:4][C:3]([OH:17])=[O:2])[CH2:6]1)=[O:11])([CH3:16])([CH3:14])[CH3:15] |f:1.2|. Procedure: To a solution of 6.6 g (27.13 mmol ) of tert-butyl 3-(2-methoxy-2-oxoethyl)pyrrolidine-1-carboxylate in methanol (150 mL) was added 25 mL (50 mmol) of 2N aqueous NaOH dropwise and the mixture was stirred at room temperature overnight. The solvent was removed under vacuum and the residue was acidified with 2N hydrochloric acid at 0° C. The organics were extracted with ethyl acetate (×3), washed with brine, dried over anhydrous Na2SO4, and filtered. Evaporation of the solvent gave 5.67 g of [1-(te...